This data is from the Open Reaction Database (ORD), a public repository of structured organic reaction records. The task is: describe an organic reaction: reactants, conditions, products, and yield The reactants are Cl (HCl), BrC=1C(=C(SC1C1=CC=CC=C1)C(=O)OC)OC(C)C (Methyl 4-bromo-3-(1-methylethoxy)-5-phenyl-2-thiophenecarboxylate), O (water), [OH-].[Na+] (NaOH). The solvent is CO (methanol). Product: BrC=1C(=C(SC1C1=CC=CC=C1)C(=O)O)OC(C)C (4-Bromo-3-(1-methylethoxy)-5-phenyl-2-thiophenecarboxylic acid). Isolated yield 98.4%. As a reaction SMILES: [Br:1][C:2]1[C:3]([O:17][CH:18]([CH3:20])[CH3:19])=[C:4]([C:13]([O:15]C)=[O:14])[S:5][C:6]=1[C:7]1[CH:12]=[CH:11][CH:10]=[CH:9][CH:8]=1.[OH-].[Na+].O.Cl>CO>[Br:1][C:2]1[C:3]([O:17][CH:18]([CH3:20])[CH3:19])=[C:4]([C:13]([OH:15])=[O:14])[S:5][C:6]=1[C:7]1[CH:12]=[CH:11][CH:10]=[CH:9][CH:8]=1 |f:1.2|. Procedure details: Methyl 4-bromo-3-(1-methylethoxy)-5-phenyl-2-thiophenecarboxylate (4.8 g, 14 mmoles) is stirred in methanol (5 mL), 1N NaOH (27 mL) is added, and the mixture is stirred and heated under reflux. After 3 hours the mixture is stirred into water (300 mL) and acidified with concentrated HCl. The precipitate is filtered off, rinsed with water and dried to afford the product (4.7 g); mp 159°-160° C.